From a dataset of the Open Reaction Database (ORD), a public repository of structured organic reaction records. describe an organic reaction: reactants, conditions, products, and yield Reactants: C(COCC(=S)[O-])(=S)[O-].[NH4+].[NH4+] (diammonium dithiodiglycolate), O (water). Product: C(CS)(=O)[O-].C(CS)(=O)[O-].[NH4+].[NH4+] (Diammonium Dithioglycolate). Reaction SMILES: C([O-])(=S)C[O:3][CH2:4][C:5]([O-])=[S:6].[NH4+:10].[NH4+].[OH2:12]>>[C:4]([O-:3])(=[O:12])[CH2:5][SH:6].[C:4]([O-:3])(=[O:12])[CH2:5][SH:6].[NH4+:10].[NH4+:10] |f:0.1.2,4.5.6.7|. Reported procedure: Four types of hair were treated for 15 minutes either with a 2.5 weight percent solution of diammonium dithiodiglycolate at pH 7.0 or with deionized water. The hair was centrifuged at 2,800 r.p.m. for 30 minutes to remove excess surface liquid and then dried in a vacuum oven at 110° C. for one hour. The weight gain corresponding to the take-up of the dithiodiglycolic acid salt was then determined by subtracting any weight gain of the control samples from the test sample weight gains. Starting materials: [NH4+].[OH-] (NH4OH), C(=O)(O)[O-].[Na+] (NaHCO3), Cl.ClC1=NC2=C(C3=NC4=CC=CC(=C4C(N31)=O)F)C=CN2S(=O)(=O)C2=CC=C(C=C2)C (5-chloro-8-fluoro-3-[(4-methylphenyl)sulfonyl]pyrrolo[2′,3′:4,5]pyrimido[6,1-b]quinazolin-7(3H)-one hydrogen chloride), CN(C)CC(=O)N1[C@@H](CC2=CC(=C(C=C12)N)OC)C ((2R)-1-[(dimethylamino)acetyl]-2-methyl-5-(methyloxy)-2,3-dihydro-1H-indol-6-amine). Run in FC(CO)(F)F (2,2,2-trifluoroethanol), CCOC(=O)C (EtOAc). Run at time 2 day. The product is CN(CC(=O)N1[C@@H](CC2=CC(=C(C=C12)NC=1N=C(C2=C(N1)N(C=C2)S(=O)(=O)C2=CC=C(C=C2)C)NC2=C(C(=O)N)C(=CC=C2)F)OC)C)C (2-({2-{[(2R)-1-(N,N-dimethylglycyl)-2-methyl-5-(methyloxy)-2,3-dihydro-1H-indol-6-yl]amino}-7-[(4-methylphenyl)sulfonyl]-7H-pyrrolo[2,3-d]pyrimidin-4-yl}amino)-6-fluorobenzamide). Yield: 58.0%. Reaction SMILES: Cl.Cl[C:3]1[N:16]2[C:7](=[N:8][C:9]3[C:14]([C:15]2=[O:17])=[C:13]([F:18])[CH:12]=[CH:11][CH:10]=3)[C:6]2[CH:19]=[CH:20][N:21]([S:22]([C:25]3[CH:30]=[CH:29][C:28]([CH3:31])=[CH:27][CH:26]=3)(=[O:24])=[O:23])[C:5]=2[N:4]=1.[CH3:32][N:33]([CH2:35][C:36]([N:38]1[C:46]2[C:41](=[CH:42][C:43]([O:48][CH3:49])=[C:44]([NH2:47])[CH:45]=2)[CH2:40][C@H:39]1[CH3:50])=[O:37])[CH3:34].[NH4+:51].[OH-].C([O-])(O)=O.[Na+]>FC(F)(F)CO.CCOC(C)=O>[CH3:34][N:33]([CH3:32])[CH2:35][C:36]([N:38]1[C:46]2[C:41](=[CH:42][C:43]([O:48][CH3:49])=[C:44]([NH:47][C:3]3[N:16]=[C:7]([NH:8][C:9]4[CH:10]=[CH:11][CH:12]=[C:13]([F:18])[C:14]=4[C:15]([NH2:51])=[O:17])[C:6]4[CH:19]=[CH:20][N:21]([S:22]([C:25]5[CH:30]=[CH:29][C:28]([CH3:31])=[CH:27][CH:26]=5)(=[O:24])=[O:23])[C:5]=4[N:4]=3)[CH:45]=2)[CH2:40][C@H:39]1[CH3:50])=[O:37] |f:0.1,3.4,5.6|. Procedure: A slurry of 5-chloro-8-fluoro-3-[(4-methylphenyl)sulfonyl]pyrrolo[2′,3′:4,5]pyrimido[6,1-b]quinazolin-7(3H)-one hydrogen chloride (600 mg, 1.252 mmol) and (2R)-1-[(dimethylamino)acetyl]-2-methyl-5-(methyloxy)-2,3-dihydro-1H-indol-6-amine (330 mg, 1.252 mmol) in 2,2,2-trifluoroethanol (10 mL) was stirred at rt for 18 h. The resulting bright green slurry was divided into two equal batches. One of the batches was treated with a 27% aqueous NH4OH solution (10 mL). The resulting orange slurry was sti... The reactants are C1(=CC=CC=C1)P(C1=CC=CC=C1)C1=CC=CC=C1 (triphenylphosphine), BrN1C(CCC1=O)=O (N-bromosuccinimide), FC1(OC2=C(O1)C=CC(=C2)CCCO)F (2,2-difluoro-5-(3-hydroxypropyl)-1,3-benzodioxole). The solvent is C(Cl)Cl (methylene chloride). The product is BrCCCC1=CC2=C(OC(O2)(F)F)C=C1 (5-(3-bromopropyl)-2,2-difluoro-1,3-benzodioxole). The yield is 89.7%. Reaction SMILES: [F:1][C:2]1([F:15])[O:6][C:5]2[CH:7]=[CH:8][C:9]([CH2:11][CH2:12][CH2:13]O)=[CH:10][C:4]=2[O:3]1.C1(P(C2C=CC=CC=2)C2C=CC=CC=2)C=CC=CC=1.[Br:35]N1C(=O)CCC1=O>C(Cl)Cl>[Br:35][CH2:13][CH2:12][CH2:11][C:9]1[CH:8]=[CH:7][C:5]2[O:6][C:2]([F:15])([F:1])[O:3][C:4]=2[CH:10]=1. Procedure: Compound 87-2 (3.54 g) was dissolved in methylene chloride (30 ml), triphenylphosphine (4.73 g) and N-bromosuccinimide (3.21 g) were added under ice-cooling, and the mixture was stirred under ice-cooling for 2.5 hr. The reaction mixture was washed with water and saturated brine, and dried over anhydrous magnesium sulfate. The solvent was evaporated under reduced pressure. Diethyl ether (100 ml) was added, and the precipitated triphenylphosphine oxide was filtered off. The concentrate of the filt... Reactants: CCN(CC)S(F)(F)F, CC(C)(O)c1cccnc1Cl, ClCCl. Product: CC(C)(F)c1cccnc1Cl. Reaction SMILES: [CH2:12]([N:13]([S:14]([F:15])([F:16])[F:18])[CH2:17][CH3:19])[CH3:20].[Cl:1][c:2]1[n:3][cH:4][cH:5][cH:6][c:7]1[C:8]([CH3:9])([CH3:10])[OH:11].[Cl:21][CH2:22][Cl:23]>>[Cl:1][c:2]1[n:3][cH:4][cH:5][cH:6][c:7]1[C:8]([CH3:9])([CH3:10])[F:18]. Reactants: C(C)OC(=O)C1(CCNCC1)CCOC (4-(2-methoxy-ethyl)-piperidine-4-carboxylic acid ethyl ester), ClC1=C(C=CC=C1)S(=O)(=O)Cl (2-chlorobenzenesulfonyl chloride), C1(CCCC1)COC1=CC=C(C=C1)N (4-cyclopentylmethoxy-phenylamine). The product is ClC1=C(C=CC=C1)S(=O)(=O)N1CCC2(CCN(C2=O)C2=CC=C(C=C2)OCC2CCCC2)CC1 (8-(2-Chloro-benzenesulfonyl)-2-(4-cyclopentylmethoxy-phenyl)-2,8-diaza-spiro[4.5]decan-1-one). Reaction SMILES: C(O[C:4]([C:6]1([CH2:12][CH2:13]OC)[CH2:11][CH2:10][NH:9][CH2:8][CH2:7]1)=[O:5])C.[Cl:16][C:17]1[CH:22]=[CH:21][CH:20]=[CH:19][C:18]=1[S:23](Cl)(=[O:25])=[O:24].[CH:27]1([CH2:32][O:33][C:34]2[CH:39]=[CH:38][C:37]([NH2:40])=[CH:36][CH:35]=2)[CH2:31][CH2:30][CH2:29][CH2:28]1>>[Cl:16][C:17]1[CH:22]=[CH:21][CH:20]=[CH:19][C:18]=1[S:23]([N:9]1[CH2:8][CH2:7][C:6]2([C:4](=[O:5])[N:40]([C:37]3[CH:36]=[CH:35][C:34]([O:33][CH2:32][CH:27]4[CH2:28][CH2:29][CH2:30][CH2:31]4)=[CH:39][CH:38]=3)[CH2:13][CH2:12]2)[CH2:11][CH2:10]1)(=[O:25])=[O:24]. Procedure details: Light Brown crystalline solid. MS (ESI): 503.2 (MH+). This example was prepared in analogy to example 1 step C) to D) from 4-(2-methoxy-ethyl)-piperidine-4-carboxylic acid ethyl ester (example 1 step B)), 2-chlorobenzenesulfonyl chloride and 4-cyclopentylmethoxy-phenylamine.